Dataset: the Open Reaction Database (ORD), a public repository of structured organic reaction records. Task: describe an organic reaction: reactants, conditions, products, and yield The reactants are CC(C(=O)[O-])c1c(C(=O)c2ccc(Cl)cc2)[nH]c2cc(Cl)ccc12, [Na+], [OH-]. The product is O=C(O)Cc1c(C(=O)c2ccc(Cl)cc2)[nH]c2cc(Cl)ccc12. Reaction SMILES: [CH3:1][CH:2]([C:3](=[O:4])[O-:5])[c:6]1[c:7]([C:16]([c:17]2[cH:18][cH:19][c:20]([Cl:23])[cH:21][cH:22]2)=[O:24])[nH:8][c:9]2[cH:10][c:11]([Cl:15])[cH:12][cH:13][c:14]12.[Na+:26].[OH-:25]>>[CH2:2]([C:3](=[O:4])[OH:5])[c:6]1[c:7]([C:16]([c:17]2[cH:18][cH:19][c:20]([Cl:23])[cH:21][cH:22]2)=[O:24])[nH:8][c:9]2[cH:10][c:11]([Cl:15])[cH:12][cH:13][c:14]12.